This data is from the Open Reaction Database (ORD), a public repository of structured organic reaction records. The task is: describe an organic reaction: reactants, conditions, products, and yield Isolated yield 90.0%. Starting materials: ClC(=O)N1C2=C(NC(C3=C1C=CC=C3)=O)C=CC=N2 (11-(chlorocarbonyl)-5,11-dihydro-6H-pyrido[2,3-b][1,4]benzodiazepin-6-one), C(CC)N(CCC)CC1N(CCCC1)CCN ((-)-2-[2-[(dipropylamino)methyl]-piperidin-l-yl]ethanamine), Cl (hydrochloric acid). Yields the product C(CC)N(CCC)CC1N(CCCC1)CCNC(=O)N1C2=C(NC(C3=C1C=CC=C3)=O)C=CC=N2 ((-)-5,11-Dihydro-11-[[[2-[2-[(dipropylamino)methyl]-piperidin-l-yl]ethyl]amino]carbonyl]-6H-pyrido[2,3-b][1,4]benzodiazepin-6-one). Reaction SMILES: Cl[C:2]([N:4]1[C:10]2[CH:11]=[CH:12][CH:13]=[CH:14][C:9]=2[C:8](=[O:15])[NH:7][C:6]2[CH:16]=[CH:17][CH:18]=[N:19][C:5]1=2)=[O:3].[CH2:20]([N:23]([CH2:27][CH:28]1[CH2:33][CH2:32][CH2:31][CH2:30][N:29]1[CH2:34][CH2:35][NH2:36])[CH2:24][CH2:25][CH3:26])[CH2:21][CH3:22].Cl>C(#N)C>[CH2:20]([N:23]([CH2:27][CH:28]1[CH2:33][CH2:32][CH2:31][CH2:30][N:29]1[CH2:34][CH2:35][NH:36][C:2]([N:4]1[C:10]2[CH:11]=[CH:12][CH:13]=[CH:14][C:9]=2[C:8](=[O:15])[NH:7][C:6]2[CH:16]=[CH:17][CH:18]=[N:19][C:5]1=2)=[O:3])[CH2:24][CH2:25][CH3:26])[CH2:21][CH3:22]. Solvent: C(C)#N (acetonitrile). Reported procedure: Prepared analogously to Example 1 from 11-(chlorocarbonyl)-5,11-dihydro-6H-pyrido[2,3-b][1,4]benzodiazepin-6-one and (-)-2-[2-[(dipropylamino)methyl]-piperidin-l-yl]ethanamine in a yield of 90% of theory. Colourless crystals, m.p. 164°-165° C. (acetonitrile); [α]D20 =-7.62° (dilute aqueous hydrochloric acid). Reactants: ice water, BrC=1C(=C(C(=O)O)C=CC1)C (3-bromo-2-methylbenzoic acid), C([O-])(O)=O.[Na+] (sodium bicarbonate), IC (iodomethane). Solvent: CN(C)C=O (DMF). Conditions: temperature 60 celsius. Yields the product BrC=1C(=C(C(=O)OC)C=CC1)C (methyl 3-bromo-2-methylbenzoate). Isolated yield 103.3%. RXN SMILES: [Br:1][C:2]1[C:3]([CH3:11])=[C:4]([CH:8]=[CH:9][CH:10]=1)[C:5]([OH:7])=[O:6].[C:12](=O)(O)[O-].[Na+].IC>CN(C=O)C>[Br:1][C:2]1[C:3]([CH3:11])=[C:4]([CH:8]=[CH:9][CH:10]=1)[C:5]([O:7][CH3:12])=[O:6] |f:1.2|. Reported procedure: A mixture of 3-bromo-2-methylbenzoic acid (16 g, 74.4 mmol), sodium bicarbonate (12.5 g, 148.8 mmol) and iodomethane (21.2 g, 148.8 mmol) in DMF (160 mL) was heated at 60° C. for 2 hours. The mixture was cooled to room temperature and poured into ice water (400 mL). The mixture was extracted with ethyl acetate (4×100 mL). The EtOAc solution was washed with water (3×100 mL), brine (100 mL) and dried (MgSO4). Solvent was removed to give methyl 3-bromo-2-methylbenzoate (17.6 g, 100%) as an oil: 1H ... Reaction conditions: temperature 160 celsius. As a reaction SMILES: Br[C:2]1[CH:3]=[C:4]([CH:17]=[CH:18][C:19]=1[F:20])[CH2:5][C:6]1[C:15]2[CH2:14][CH2:13][CH2:12][CH2:11][C:10]=2[C:9](=[O:16])[NH:8][N:7]=1.[Cu][C:22]#[N:23]>CN(C=O)C>[F:20][C:19]1[CH:18]=[CH:17][C:4]([CH2:5][C:6]2[C:15]3[CH2:14][CH2:13][CH2:12][CH2:11][C:10]=3[C:9](=[O:16])[NH:8][N:7]=2)=[CH:3][C:2]=1[C:22]#[N:23]. The reactants are BrC=1C=C(CC2=NNC(C=3CCCCC23)=O)C=CC1F (4-(3-Bromo-4-fluoro-benzyl)-5,6,7,8-tetrahydro-2H-phthalazin-1-one), [Cu]C#N (copper (I) cyanide). Yields the product FC1=C(C#N)C=C(C=C1)CC1=NNC(C=2CCCCC12)=O (2-Fluoro-5-(4-oxo-3,4,5,6,7,8-hexahydro-phthalazin-1-ylmethyl)-benzonitrile). Procedure: To a solution of 4-(3-bromo-4-fluoro-benzyl)-5,6,7,8-tetrahydro-2H-phthalazin-1-one (9) (9.53 g, 28.2 mmol), in dry DMF (95 ml) was added copper (I) cyanide (3.5 g, 42.3 mmol) in one portion. The mixture was heated to 160° C. for 18 hours. The reaction was then cooled and filtered through celite and washed though with methanol (30 ml). The filtrate was concentrated in vacuo to afford a brown oil. Main peak in LC-MS, (8.01 g, 66% purity) and was taken through crude to the next transformation; m/z... Solvent: CN(C)C=O (DMF). The reactants are CCC(N)c1ccccc1, C(=NC1CCCCC1)=NC1CCCCC1, ClCCl, O=C(O)c1c(O)c(-c2ccccc2)nc2ccccc12, On1nnc2ccccc21. The product is CCC(NC(=O)c1c(O)c(-c2ccccc2)nc2ccccc12)c1ccccc1. As a reaction SMILES: [CH2:31]([CH3:32])[CH:33]([c:34]1[cH:35][cH:36][cH:37][cH:38][cH:39]1)[NH2:40].[CH:41]1([N:42]=[C:43]=[N:44][CH:45]2[CH2:46][CH2:47][CH2:48][CH2:49][CH2:50]2)[CH2:51][CH2:52][CH2:53][CH2:54][CH2:55]1.[Cl:56][CH2:57][Cl:58].[OH:1][c:2]1[c:3](-[c:15]2[cH:16][cH:17][cH:18][cH:19][cH:20]2)[n:4][c:5]2[cH:6][cH:7][cH:8][cH:9][c:10]2[c:11]1[C:12](=[O:13])[OH:14].[OH:21][n:22]1[c:23]2[cH:24][cH:25][cH:26][cH:27][c:28]2[n:29][n:30]1>>[OH:1][c:2]1[c:3](-[c:15]2[cH:16][cH:17][cH:18][cH:19][cH:20]2)[n:4][c:5]2[cH:6][cH:7][cH:8][cH:9][c:10]2[c:11]1[C:12](=[O:13])[NH:40][CH:33]([CH2:31][CH3:32])[c:34]1[cH:35][cH:36][cH:37][cH:38][cH:39]1. The product is C(CCCCCCCCCCCCCCCCC)(=O)[O-].[Ca+2].C(CCCCCCCCCCCCCCCCC)(=O)[O-] (calcium stearate). The reactants are CC(C1=CC=C(C=C1)CC2CCCC2=O)C(=O)O (CS-600), [OH-].[K+] (KOH), C(CCCCCCCCCCCCCCCCC)(=O)O (stearic acid), [OH-].[Ca+2].[OH-] (calcium hydroxide), C(CCCCCCCCCCCCCCCCC)(=O)OCC(O)CO (glycerol monostearate), [OH-].[Ca+2].[OH-] (calcium hydroxide), C(CCCCCCCCCCCCCCCCC)(=O)O (stearic acid). As a reaction SMILES: CC(C(O)=O)C1C=CC(CC2C(=O)CCC2)=CC=1.[OH-].[K+].[C:21]([OH:40])(=[O:39])[CH2:22][CH2:23][CH2:24][CH2:25][CH2:26][CH2:27][CH2:28][CH2:29][CH2:30][CH2:31][CH2:32][CH2:33][CH2:34][CH2:35][CH2:36][CH2:37][CH3:38].[OH-].[Ca+2:42].[OH-].[C:44]([O:63]CC(CO)O)(=[O:62])[CH2:45][CH2:46][CH2:47][CH2:48][CH2:49][CH2:50][CH2:51][CH2:52][CH2:53][CH2:54][CH2:55][CH2:56][CH2:57][CH2:58][CH2:59][CH2:60][CH3:61]>O>[C:21]([O-:40])(=[O:39])[CH2:22][CH2:23][CH2:24][CH2:25][CH2:26][CH2:27][CH2:28][CH2:29][CH2:30][CH2:31][CH2:32][CH2:33][CH2:34][CH2:35][CH2:36][CH2:37][CH3:38].[Ca+2:42].[C:44]([O-:63])(=[O:62])[CH2:45][CH2:46][CH2:47][CH2:48][CH2:49][CH2:50][CH2:51][CH2:52][CH2:53][CH2:54][CH2:55][CH2:56][CH2:57][CH2:58][CH2:59][CH2:60][CH3:61] |f:1.2,4.5.6,9.10.11|. Procedure details: A lubricant composition was formed by first adding 43.00 gms of oxidized CS-600 low viscosity byproduct wax (viscosity: 11 cps; acid number: 14.7 mg KOH/gram; Mettler drop point: 109.5° C.), 122.50 gms of stearic acid, 15.5 gms of calcium hydroxide and 19.0 gms of glycerol monostearate to a reactor vessel. The combination was melted and held at 140° C. with slight agitation. The calcium hydroxide reacted with the stearic acid, forming a calcium stearate product and water as a byproduct. The high... Solvent: O (water). Reactants: C(=O)C=1C=C(C=CC1)C(SCCC(=O)OC)SCCC(N(C)C)=O ((-)-methyl 5-(3-formylphenyl)-8-dimethylcarbamyl-4,6-dithiaoctanoate), [Br-].ClC1=CC=C2C=CC(=NC2=C1)C[P+](C1=CC=CC=C1)(C1=CC=CC=C1)C1=CC=CC=C1 (7-chloroquinolin-2-ylmethyltriphenylphosphonium bromide), C(C)(=O)[O-].[NH4+] (ammonium acetate). The solvent is C1CCOC1 (THF), CCCCCC (hexane), C1CCOC1 (THF). Reaction conditions: temperature -78 celsius, time 0.5 hour. The product is ClC1=CC=C2C=CC(=NC2=C1)C=CC=1C=C(C=CC1)C(SCCC(=O)OC)SCCC(N(C)C)=O ((-)-methyl 5-(3-(2-(7-chloroquinoline--yl)ethenyl)phenyl)-8-dimethylcarbamyl-4,6-dithiaoctanoate). Reaction SMILES: [Br-].[Cl:2][C:3]1[CH:12]=[C:11]2[C:6]([CH:7]=[CH:8][C:9]([CH2:13][P+](C3C=CC=CC=3)(C3C=CC=CC=3)C3C=CC=CC=3)=[N:10]2)=[CH:5][CH:4]=1.[CH:33]([C:35]1[CH:36]=[C:37]([CH:41]([S:49][CH2:50][CH2:51][C:52](=[O:56])[N:53]([CH3:55])[CH3:54])[S:42][CH2:43][CH2:44][C:45]([O:47][CH3:48])=[O:46])[CH:38]=[CH:39][CH:40]=1)=O.C([O-])(=O)C.[NH4+]>C1COCC1.CCCCCC>[Cl:2][C:3]1[CH:12]=[C:11]2[C:6]([CH:7]=[CH:8][C:9]([CH:13]=[CH:33][C:35]3[CH:36]=[C:37]([CH:41]([S:49][CH2:50][CH2:51][C:52](=[O:56])[N:53]([CH3:55])[CH3:54])[S:42][CH2:43][CH2:44][C:45]([O:47][CH3:48])=[O:46])[CH:38]=[CH:39][CH:40]=3)=[N:10]2)=[CH:5][CH:4]=1 |f:0.1,3.4|. Procedure: To a suspension of 7-chloroquinolin-2-ylmethyltriphenylphosphonium bromide (809 mg, 1.56 mmol.) (Example 4, Step 2) in THF (15 mL) at -78° C., was added a solution of n-Buli (1.6M) in hexane (0.89 mL, 1.43 mM). The mixture was stirred for 0.5 hrs at -78° C. Then, (-)-methyl 5-(3-formylphenyl)-8-dimethylcarbamyl-4,6-dithiaoctanoate (step 7) (480 mg, 1.3 mmol.) in THF (4 mL) was slowly added. The mixture was stirred for 0.5 hr at -78° C. and then warmed up to room temperature and stirred for an ad... As a reaction SMILES: [CH2:1]([Li])[CH2:2][CH2:3][CH3:4].[C:6]([N:13]1CCC[CH2:15][C:14]1=O)([O:8][C:9]([CH3:12])([CH3:11])[CH3:10])=[O:7]>[Br-].C[P+](C1C=CC=CC=1)(C1C=CC=CC=1)C1C=CC=CC=1.C1COCC1>[C:9]([O:8][C:6]([N:13]1[CH2:14][CH2:15][C:3](=[CH2:4])[CH2:2][CH2:1]1)=[O:7])([CH3:12])([CH3:11])[CH3:10] |f:2.3|. Yields the product C(C)(C)(C)OC(=O)N1CCC(CC1)=C (4-Methylene-piperidine-1-carboxylic acid tert-butyl ester). Reported procedure: To a solution of methyl triphenylphosphonium bromide (5.4 g, 15.05 mmol) in THF (100 mL) was added slowly butyl lithium (2M, 15.05 mmol) at −78° C. The mixture was allowed to stir for one hour and N-Boc-piperidinone (2 g, 10.03 mmol) was added. The mixture was warmed to room temperature and stirred overnight. The THF was evaporated and the residue was partitioned between water and ethyl acetate. The organic layer was washed with brine and dried over sodium sulphate, filtered and concentrated. Th... The yield is 99.1%. Run at time 1 hour. The reagents and catalysts are [Br-].C[P+](C1=CC=CC=C1)(C1=CC=CC=C1)C1=CC=CC=C1 (methyl triphenylphosphonium bromide). Reactants: C(CCC)[Li] (butyl lithium), C(=O)(OC(C)(C)C)N1C(CCCC1)=O (N-Boc-piperidinone). The solvent is C1CCOC1 (THF). Product: Nc1ncc2ccoc2c1OCc1ccc(NC(=O)c2cccn(-c3ccc(F)cc3)c2=O)cc1. Reaction SMILES: [CH3:38][CH2:39][OH:40].[Cl-:41].[Cl:44][CH2:45][CH2:46][Cl:47].[Fe:43].[N+:1]([O-:2])(=[O:3])[c:4]1[c:5]([O:13][CH2:14][c:15]2[cH:16][cH:17][c:18]([NH:21][C:22](=[O:23])[c:24]3[c:25](=[O:37])[n:26](-[c:30]4[cH:31][cH:32][c:33]([F:36])[cH:34][cH:35]4)[cH:27][cH:28][cH:29]3)[cH:19][cH:20]2)[c:6]2[c:7]([cH:8][n:9]1)[cH:10][cH:11][o:12]2.[NH4+:42]>>[NH2:1][c:4]1[c:5]([O:13][CH2:14][c:15]2[cH:16][cH:17][c:18]([NH:21][C:22](=[O:23])[c:24]3[c:25](=[O:37])[n:26](-[c:30]4[cH:31][cH:32][c:33]([F:36])[cH:34][cH:35]4)[cH:27][cH:28][cH:29]3)[cH:19][cH:20]2)[c:6]2[c:7]([cH:8][n:9]1)[cH:10][cH:11][o:12]2. Starting materials: CCO, [Cl-], ClCCCl, [Fe], O=C(Nc1ccc(COc2c([N+](=O)[O-])ncc3ccoc23)cc1)c1cccn(-c2ccc(F)cc2)c1=O, [NH4+]. Reactants: CO (methanol), C(C)(=O)Cl (acetyl chloride), C(CCC)C1=NC=2C(=NC3=C(NC2S1)C=CC=C3)N3C[C@@H](NCC3)CCC3=CC=CC=C3 ((S)-2-Butyl-10-(3-phenethyl-piperazin-1-yl)-4H-3-thia-1,4,9-triaza-benzo[f]azulene). Solvent: C(C)O (ethanol), C(C)O (ethanol). Yields the product Cl.Cl.C(CCC)C1=NC=2C(=NC3=C(NC2S1)C=CC=C3)N3C[C@@H](NCC3)CCC3=CC=CC=C3 ((S)-2-Butyl-10-(3-phenethyl-piperazin-1-yl)-4H-3-thia-1,4,9-triaza-benzo[f]azulene dihydrochloride). Isolated yield 88.5%. RXN SMILES: C([Cl:4])(=O)C.[CH2:5]([C:9]1[S:18][C:17]2[NH:16][C:15]3[CH:19]=[CH:20][CH:21]=[CH:22][C:14]=3[N:13]=[C:12]([N:23]3[CH2:28][CH2:27][NH:26][C@@H:25]([CH2:29][CH2:30][C:31]4[CH:36]=[CH:35][CH:34]=[CH:33][CH:32]=4)[CH2:24]3)[C:11]=2[N:10]=1)[CH2:6][CH2:7][CH3:8].CO>C(O)C>[ClH:4].[ClH:4].[CH2:5]([C:9]1[S:18][C:17]2[NH:16][C:15]3[CH:19]=[CH:20][CH:21]=[CH:22][C:14]=3[N:13]=[C:12]([N:23]3[CH2:28][CH2:27][NH:26][C@@H:25]([CH2:29][CH2:30][C:31]4[CH:32]=[CH:33][CH:34]=[CH:35][CH:36]=4)[CH2:24]3)[C:11]=2[N:10]=1)[CH2:6][CH2:7][CH3:8] |f:4.5.6|. Procedure: Add a solution of acetyl chloride (0.0601 mL, 0.842 mmol) in absolute ethanol at ambient temperature to (S)-2-Butyl-10-(3-phenethyl-piperazin-1-yl)-4H-3-thia-1,4,9-triaza-benzo[f]azulene (0.075 g, 0.17 mmol) in absolute ethanol, with added drops of methanol to solubilize the freebase, stir and concentrate under reduced pressure to give the title compound (0.078 g): Mass spectrum (ES+, m/e): 446 (M+1−2HCl); exact mass spectrum (ES+, m/e, C26H31N5S.2HCl): calc. 446.2378 (M+1–2HCl), found 446.2397.